From a dataset of the Open Reaction Database (ORD), a public repository of structured organic reaction records. describe an organic reaction: reactants, conditions, products, and yield Reactants: CC1CCC(C(=O)NCCc2ccccc2)CC1, O. The product is CC1CCC(C2NCCc3ccccc32)CC1. RXN SMILES: [CH3:1][CH:2]1[CH2:3][CH2:4][CH:5]([C:8](=[O:9])[NH:10][CH2:11][CH2:12][c:13]2[cH:14][cH:15][cH:16][cH:17][cH:18]2)[CH2:6][CH2:7]1.[OH2:19]>>[CH3:1][CH:2]1[CH2:3][CH2:4][CH:5]([CH:8]2[NH:10][CH2:11][CH2:12][c:13]3[cH:14][cH:15][cH:16][cH:17][c:18]32)[CH2:6][CH2:7]1. Reactants: CCOC(=O)c1ccc2c(c1)CC(C)(C)C(c1cccc(N(C)C(=O)N(C)C)c1)N2, CO, Cl, [Na+], C1CCOC1, [OH-], O. Yields the product CN(C)C(=O)N(C)c1cccc(C2Nc3ccc(C(=O)O)cc3CC2(C)C)c1. Reaction SMILES: [CH2:1]([CH3:2])[O:3][C:4](=[O:5])[c:6]1[cH:7][c:8]2[c:13]([cH:14][cH:15]1)[NH:12][CH:11]([c:16]1[cH:17][c:18]([N:22]([C:23](=[O:24])[N:25]([CH3:26])[CH3:27])[CH3:28])[cH:19][cH:20][cH:21]1)[C:10]([CH3:29])([CH3:30])[CH2:9]2.[CH3:32][OH:33].[ClH:31].[Na+:40].[O:34]1[CH2:35][CH2:36][CH2:37][CH2:38]1.[OH-:39].[OH2:41]>>[O:3]=[C:4]([OH:5])[c:6]1[cH:7][c:8]2[c:13]([cH:14][cH:15]1)[NH:12][CH:11]([c:16]1[cH:17][c:18]([N:22]([C:23](=[O:24])[N:25]([CH3:26])[CH3:27])[CH3:28])[cH:19][cH:20][cH:21]1)[C:10]([CH3:29])([CH3:30])[CH2:9]2. Reaction SMILES: [Cl:1][CH2:2][CH2:3][C:4]([C:6]1[CH:11]=[CH:10][CH:9]=[CH:8][CH:7]=1)=[O:5]>C1COCC1>[Cl:1][CH2:2][CH2:3][C@@H:4]([C:6]1[CH:11]=[CH:10][CH:9]=[CH:8][CH:7]=1)[OH:5]. Procedure: A solution of 3-chloropropiophenone (8.93 g, 50 mmol in 25 ml THF) was added to (-) diisopinocampheylchloroborane (Ipc2BCl, 18.0 g, 56 mmole, in 25 ml THF at -24° C.). The reaction was complete within 7 hours after which all volatiles were removed under reduced pressure. The residue was dissolved in ether, and diethanolmine (2 equivalents) was added. The resulting suspension was stirred for two hours and filtered. The solid residue was washed with ether and the combined washings and filtrate wer... Run at time 7 hour. The reactants are ClCCC(=O)C1=CC=CC=C1 (3-chloropropiophenone). Solvent: C1CCOC1 (THF). Product: ClCC[C@H](O)C1=CC=CC=C1 ([S]-(-)-1 chloro -3-phenyl-3-propanol). The reactants are COC(C(C\C=C\C1=CC=C(C=C1)N(C1=NC=CC=N1)C(C)C)NC(C1=C(C=CC=C1Cl)Cl)=O)=O ((E)-2-(2,6-dichlorobenzamido)-5-[4-(isopropyl-pyrimidin-2-ylamino)phenyl]pent-4-enoic acid methyl ester), O (Water). Solvent: C1CCOC1 (THF), [OH-].[Na+] (sodium hydroxide). Reaction conditions: time 1 hour. The product is ClC1=C(C(=O)NC(C(=O)O)C\C=C\C2=CC=C(C=C2)N(C2=NC=CC=N2)C(C)C)C(=CC=C1)Cl ((E)-2-(2,6-dichlorobenzamido)-5-[4-(isopropyl-pyrimidin-2-ylamino)phenyl]pent-4-enoic acid). Yield: 85.5%. Reaction SMILES: C[O:2][C:3](=[O:35])[CH:4]([NH:24][C:25](=[O:34])[C:26]1[C:31]([Cl:32])=[CH:30][CH:29]=[CH:28][C:27]=1[Cl:33])[CH2:5]/[CH:6]=[CH:7]/[C:8]1[CH:13]=[CH:12][C:11]([N:14]([CH:21]([CH3:23])[CH3:22])[C:15]2[N:20]=[CH:19][CH:18]=[CH:17][N:16]=2)=[CH:10][CH:9]=1.O>C1COCC1.[OH-].[Na+]>[Cl:33][C:27]1[CH:28]=[CH:29][CH:30]=[C:31]([Cl:32])[C:26]=1[C:25]([NH:24][CH:4]([CH2:5]/[CH:6]=[CH:7]/[C:8]1[CH:9]=[CH:10][C:11]([N:14]([CH:21]([CH3:23])[CH3:22])[C:15]2[N:16]=[CH:17][CH:18]=[CH:19][N:20]=2)=[CH:12][CH:13]=1)[C:3]([OH:35])=[O:2])=[O:34] |f:3.4|. Procedure: To a solution of (E)-2-(2,6-dichlorobenzamido)-5-[4-(isopropyl-pyrimidin-2-ylamino)phenyl]pent-4-enoic acid methyl ester (5.63 g) in THF (165 ml), 0.1N aqueous sodium hydroxide solution (165 ml) was added, and the resulting mixture was stirred at room temperature for 1 hour. Water (200 ml) was added to the reaction solution and the resulting mixture was washed with ether. Aqueous layer was acidified by adding 1N hydrochloric acid thereto and extracted twice with ethyl acetate. Organic layers wer... Reactants: CC1=CC(=C(N)C(=C1)C)[N+](=O)[O-] (4,6-dimethyl-2-nitroaniline), C(C)O (ethanol). The reagents and catalysts are [Pd] (Pd/C). Run at time 2 hour. Yields the product NC1=C(C=C(C(=C1)C)C)N (1,2-diamino-4,5-dimethylbenzene). The yield is 96.0%. Reaction SMILES: [CH3:1][C:2]1[CH:8]=[C:7](C)[C:5]([NH2:6])=[C:4]([N+:10]([O-])=O)[CH:3]=1.[CH2:13](O)C>[Pd]>[NH2:6][C:5]1[CH:7]=[C:8]([CH3:13])[C:2]([CH3:1])=[CH:3][C:4]=1[NH2:10]. Procedure: A mixture of 4,6-dimethyl-2-nitroaniline (1.66 g, 10.0 mmole) and 10% Pd/C (200 mg) in ethanol (35 mL) was hydrogenated for 2 h at room temperature under 25 psi H2. The catalyst was removed by filtration with celite and the solvent was removed by rota-evaporation to give 1.300 g (96%) of 1,2-diamino-4,5-dimethylbenzene as a brown solid. 1H NMR (CDCl3): 6.449 (s, 1H), 6.469 (s, 1H), 3.327 (br, 2H), 3.259 (br, 2H), 2.190 (s, 3H), 2.159 (s, 3H). Reactants: C(C=C)OC=1C(=C(C=C(C1)F)NC1=C(C=C(C=C1)I)F)[N+](=O)[O-] (N-(3-(allyloxy)-5-fluoro-2-nitrophenyl)-2-fluoro-4-iodobenzenamine), C(C=C)OC=1C(=C(C=C(C1)F)NC1=C(C=C(C=C1)I)F)[N+](=O)[O-] (N-(3-(allyloxy)-5-fluoro-2-nitrophenyl)-2-fluoro-4-iodobenzenamine), [O-]S(=O)S(=O)[O-].[Na+].[Na+] (Na2S2O4). The solvent is C(C)O (ethanol), O (water). Conditions: temperature 70 celsius. Product: C(C=C)OC1=C(C(=CC(=C1)F)NC1=C(C=C(C=C1)I)F)N (3-(allyloxy)-5-fluoro-N1-(2-fluoro-4-iodophenyl)benzene-1,2-diamine). The yield is 40.0%. As a reaction SMILES: [CH2:1]([O:4][C:5]1[C:6]([N+:21]([O-])=O)=[C:7]([NH:12][C:13]2[CH:18]=[CH:17][C:16]([I:19])=[CH:15][C:14]=2[F:20])[CH:8]=[C:9]([F:11])[CH:10]=1)[CH:2]=[CH2:3].[O-]S(S([O-])=O)=O.[Na+].[Na+]>C(O)C.O>[CH2:1]([O:4][C:5]1[CH:10]=[C:9]([F:11])[CH:8]=[C:7]([NH:12][C:13]2[CH:18]=[CH:17][C:16]([I:19])=[CH:15][C:14]=2[F:20])[C:6]=1[NH2:21])[CH:2]=[CH2:3] |f:1.2.3|. Procedure details: A suspension of N-(3-(allyloxy)-5-fluoro-2-nitrophenyl)-2-fluoro-4-iodobenzenamine (Intermediate 11, 1.56 g, 3.73 mmol) in ethanol (20 mL) was stirred at 70° C. to obtain a clear solution. To this hot solution was added dropwise a freshly prepared solution of Na2S2O4 (1.94 g, 11.19 mmol) in water (3.5 mL) and stirred the reaction mixture at 90° C. for 1 h. The progress of reaction was monitored by TLC. After completion, the reaction mixture was concentrated under reduced pressure. The residue wa... Reactants: CN(CCS(=O)(=O)NC1=CC(=CC(=C1)C1=CN(C=2N=CN=C(C21)N[C@@H](C)C2=NN1C(C(N2C2=CC=CC=C2)=O)=C(C=C1)C)COCC[Si](C)(C)C)O)C ((S)-2-(Dimethylamino)-N-(3-hydroxy-5-(4-((1-(5-methyl-4-oxo-3-phenyl-3,4-dihydropyrrolo[2,1-f][1,2,4]triazin-2-yl)ethyl)amino)-7-((2-(trimethylsilyl)ethoxy)methyl)-7H-pyrrolo[2,3-d]pyrimidin-5-yl)phenyl)ethanesulfonamide), FC(C(=O)O)(F)F (trifluoroacetic acid), N (ammonia). Product: CN(CCS(=O)(=O)NC1=CC(=CC(=C1)C1=CNC=2N=CN=C(C21)N[C@@H](C)C2=NN1C(C(N2C2=CC=CC=C2)=O)=C(C=C1)C)O)C ((S)-2-(Dimethylamino)-N-(3-hydroxy-5-(4-((1-(5-methyl-4-oxo-3-phenyl-3,4-dihydropyrrolo[2,1-f][1,2,4]triazin-2-yl)ethyl)amino)-7H-pyrrolo[2,3-d]pyrimidin-5-yl)phenyl)ethanesulfonamide). Isolated yield 39.8%. RXN SMILES: [CH3:1][N:2]([CH3:53])[CH2:3][CH2:4][S:5]([NH:8][C:9]1[CH:14]=[C:13]([C:15]2[C:23]3[C:22]([NH:24][C@H:25]([C:27]4[N:32]([C:33]5[CH:38]=[CH:37][CH:36]=[CH:35][CH:34]=5)[C:31](=[O:39])[C:30]5=[C:40]([CH3:43])[CH:41]=[CH:42][N:29]5[N:28]=4)[CH3:26])=[N:21][CH:20]=[N:19][C:18]=3[N:17](COCC[Si](C)(C)C)[CH:16]=2)[CH:12]=[C:11]([OH:52])[CH:10]=1)(=[O:7])=[O:6].FC(F)(F)C(O)=O.N>>[CH3:53][N:2]([CH3:1])[CH2:3][CH2:4][S:5]([NH:8][C:9]1[CH:14]=[C:13]([C:15]2[C:23]3[C:22]([NH:24][C@H:25]([C:27]4[N:32]([C:33]5[CH:38]=[CH:37][CH:36]=[CH:35][CH:34]=5)[C:31](=[O:39])[C:30]5=[C:40]([CH3:43])[CH:41]=[CH:42][N:29]5[N:28]=4)[CH3:26])=[N:21][CH:20]=[N:19][C:18]=3[NH:17][CH:16]=2)[CH:12]=[C:11]([OH:52])[CH:10]=1)(=[O:6])=[O:7]. Reported procedure: (S)-2-(Dimethylamino)-N-(3-hydroxy-5-(4-((1-(5-methyl-4-oxo-3-phenyl-3,4-dihydropyrrolo[2,1-f][1,2,4]triazin-2-yl)ethyl)amino)-7-((2-(trimethylsilyl)ethoxy)methyl)-7H-pyrrolo[2,3-d]pyrimidin-5-yl)phenyl)ethanesulfonamide (15 mg, 0.02 mmol, 77% purity) was treated with trifluoroacetic acid (300 μl, 3.89 mmol) and a solution of ammonia (7N in methanol, 300 μl, 2.10 mmol) according to the method described in Example 27. The residue was purified using SP1® Purification System (0% to 40% dichlorometh... Starting materials: BrC1=CC2=C(C=3N=C(SC3CCO2)C2=NN=C(N2C(C)C)C(F)(F)F)C=C1 (8-bromo-2-(4-isopropyl-5-trifluoromethyl-4H-[1,2,4]triazol-3-yl)-4,5-dihydro-6-oxa-3-thia-1-aza-benzo[e]azulene), Cl (HCl), O1C(CCCC1)OCCN1N=CC(=C1)B1OC(C(O1)(C)C)(C)C (1-(2-(tetrahydro-2H-pyran-2-yloxy)ethyl)-4-(4,4,5,5-tetramethyl-1,3,2-dioxaborolan-2-yl)-1H-pyrazole), O1C(CCCC1)OC1OCCCC1 (tetrahydropyranyl ether). Product: C(C)(C)N1C(=NN=C1C(F)(F)F)C=1SC=2CCOC3=C(C2N1)C=CC(=C3)C=3C=NN(C3)CCO (2-{4-[2-(4-Isopropyl-5-trifluoromethyl-4H-[1,2,4]triazol-3-yl)-4,5-dihydro-6-oxa-3-thia-1-aza-benzo[e]azulen-8-yl]-pyrazol-1-yl}-ethanol). As a reaction SMILES: Br[C:2]1[CH:27]=[CH:26][C:5]2[C:6]3[N:7]=[C:8]([C:14]4[N:18]([CH:19]([CH3:21])[CH3:20])[C:17]([C:22]([F:25])([F:24])[F:23])=[N:16][N:15]=4)[S:9][C:10]=3[CH2:11][CH2:12][O:13][C:4]=2[CH:3]=1.O1CCCCC1[O:34][CH2:35][CH2:36][N:37]1[CH:41]=[C:40](B2OC(C)(C)C(C)(C)O2)[CH:39]=[N:38]1.O1CCCCC1OC1CCCCO1.Cl>>[CH:19]([N:18]1[C:17]([C:22]([F:24])([F:25])[F:23])=[N:16][N:15]=[C:14]1[C:8]1[S:9][C:10]2[CH2:11][CH2:12][O:13][C:4]3[CH:3]=[C:2]([C:40]4[CH:39]=[N:38][N:37]([CH2:36][CH2:35][OH:34])[CH:41]=4)[CH:27]=[CH:26][C:5]=3[C:6]=2[N:7]=1)([CH3:21])[CH3:20]. Reported procedure: Similarly to as described in General Procedure C, 8-bromo-2-(4-isopropyl-5-trifluoromethyl-4H-[1,2,4]triazol-3-yl)-4,5-dihydro-6-oxa-3-thia-1-aza-benzo[e]azulene was reacted with 1-(2-(tetrahydro-2H-pyran-2-yloxy)ethyl)-4-(4,4,5,5-tetramethyl-1,3,2-dioxaborolan-2-yl)-1H-pyrazole. Subsequent to the Suzuki coupling, deprotection of the tetrahydropyranyl ether was accomplished by adding 2N HCl to the crude reaction mixture. Purification by reverse phase HPLC gave 346 as a colorless solid (112 mg). ...